Dataset: the Open Reaction Database (ORD), a public repository of structured organic reaction records. Task: describe an organic reaction: reactants, conditions, products, and yield Reactants: COc1cc2c(c(Cl)c1Cl)C(=O)C(C)(c1ccccc1)C2, Cl, O, c1ccncc1. Yields the product CC1(c2ccccc2)Cc2cc(O)c(Cl)c(Cl)c2C1=O. Reaction SMILES: [CH3:1][C:2]1([c:16]2[cH:17][cH:18][cH:19][cH:20][cH:21]2)[C:3](=[O:15])[c:4]2[c:5]([Cl:14])[c:6]([Cl:13])[c:7]([O:11][CH3:12])[cH:8][c:9]2[CH2:10]1.[ClH:22].[OH2:29].[n:23]1[cH:24][cH:25][cH:26][cH:27][cH:28]1>>[CH3:1][C:2]1([c:16]2[cH:17][cH:18][cH:19][cH:20][cH:21]2)[C:3](=[O:15])[c:4]2[c:5]([Cl:14])[c:6]([Cl:13])[c:7]([OH:11])[cH:8][c:9]2[CH2:10]1. The reactants are C(C1=CC=CC=C1)N1[C@H](COCC1)CO[Si](C)(C)C(C)(C)C ((R)-4-benzyl-3-((tert-butyldimethylsilyloxy)methyl)morpholine), [H][H] (hydrogen). Reagents/catalysts: [Pd] (palladium on carbon). The solvent is CCOC(=O)C (EtOAc). Yields the product [Si](C)(C)(C(C)(C)C)OC[C@@H]1NCCOC1 ((R)-3-((tert-butyldimethylsilyloxy)methyl)morpholine). Isolated yield 99.9%. As a reaction SMILES: C([N:8]1[CH2:13][CH2:12][O:11][CH2:10][C@@H:9]1[CH2:14][O:15][Si:16]([C:19]([CH3:22])([CH3:21])[CH3:20])([CH3:18])[CH3:17])C1C=CC=CC=1.[H][H]>[Pd].CCOC(C)=O>[Si:16]([O:15][CH2:14][C@H:9]1[CH2:10][O:11][CH2:12][CH2:13][NH:8]1)([C:19]([CH3:22])([CH3:20])[CH3:21])([CH3:18])[CH3:17]. Procedure: A suspension of (R)-4-benzyl-3-((tert-butyldimethylsilyloxy)methyl)morpholine (576 mg, 1.79 mmol) and 10% palladium on carbon in EtOAc (20 mL) was placed in a Parr shaker and hydrogenated at 45 psi hydrogen pressure for 48 h. The heterogeneous mixture was filtered through a pad of diatomaceous earth, washed with CH3OH (200 mL) and concentrated to provide (R)-3-((tert-butyldimethylsilyloxy)methyl)morpholine (414 mg, quant.) as a colorless oil. MS consistent. Starting materials: FC1=CC=C(CBr)C=C1 (4-fluorobenzyl bromide), O (water), ClC1=C(CNC(OC)=O)C=C(C=C1)C(C)=NO (methyl N-[2-chloro-5-(1-hydroxyiminoethyl)benzyl]carbamate), [H-].[Na+] (sodium hydride). Run in CN(C=O)C (N,N-dimethylformamide), C(C)(=O)OCC (ethyl acetate), CN(C=O)C (N,N-dimethylformamide). Conditions: time 1 hour. Product: ClC1=C(CNC(OC)=O)C=C(C=C1)C(C)=NOCC1=CC=C(C=C1)F (methyl N-{2-chloro-5-[1-(4-fluorobenzyloxyimino)ethyl]benzyl}carbamate). Isolated yield 75.4%. Reaction SMILES: [Cl:1][C:2]1[CH:13]=[CH:12][C:11]([C:14](=[N:16][OH:17])[CH3:15])=[CH:10][C:3]=1[CH2:4][NH:5][C:6](=[O:9])[O:7][CH3:8].[H-].[Na+].[F:20][C:21]1[CH:28]=[CH:27][C:24]([CH2:25]Br)=[CH:23][CH:22]=1.O>CN(C)C=O.C(OCC)(=O)C>[Cl:1][C:2]1[CH:13]=[CH:12][C:11]([C:14](=[N:16][O:17][CH2:25][C:24]2[CH:27]=[CH:28][C:21]([F:20])=[CH:22][CH:23]=2)[CH3:15])=[CH:10][C:3]=1[CH2:4][NH:5][C:6](=[O:9])[O:7][CH3:8] |f:1.2|. Reported procedure: 0.70 g of methyl N-[2-chloro-5-(1-hydroxyiminoethyl)benzyl]carbamate was dissolved in 10 ml of N,N-dimethylformamide, and 0.13 g of 60% sodium hydride was added thereto under cooling with ice, followed by stirring for 1 hour. 0.57 g of 4-fluorobenzyl bromide was dissolved in 2 ml of N,N-dimethylformamide, which was dropwise added to the reaction mixture under cooling with ice. After completion of the dropwise addition, the mixture was stirred at room temperature for 16 hours. After completion of... The reactants are O=S(=O)([O-])CCCCCCBr, c1ccc(CN2CCNCC2)cc1, CN(C)C=O, [Na+]. The product is O=S(=O)(O)CCCCCCN1CCN(Cc2ccccc2)CC1. RXN SMILES: [Br:14][CH2:15][CH2:16][CH2:17][CH2:18][CH2:19][CH2:20][S:21](=[O:22])(=[O:23])[O-:24].[CH2:1]([c:2]1[cH:3][cH:4][cH:5][cH:6][cH:7]1)[N:8]1[CH2:9][CH2:10][NH:11][CH2:12][CH2:13]1.[CH3:26][N:27]([CH3:28])[CH:29]=[O:30].[Na+:25]>>[CH2:1]([c:2]1[cH:3][cH:4][cH:5][cH:6][cH:7]1)[N:8]1[CH2:9][CH2:10][N:11]([CH2:15][CH2:16][CH2:17][CH2:18][CH2:19][CH2:20][S:21](=[O:22])(=[O:23])[OH:24])[CH2:12][CH2:13]1. Reactants: BrCc1ccccc1, CC(C)(C)OC(=O)N1CCC(C(=O)c2ccc(Cl)c(Cl)c2)C1, C1CCOC1, C[Si](C)(C)[N-][Si](C)(C)C, [Li+]. The product is CC(C)(C)OC(=O)N1CCC(Cc2ccccc2)(C(=O)c2ccc(Cl)c(Cl)c2)C1. RXN SMILES: [Br:1][CH2:2][c:3]1[cH:4][cH:5][cH:6][cH:7][cH:8]1.[C:9]([CH3:10])([CH3:11])([CH3:12])[O:13][C:14](=[O:15])[N:16]1[CH2:17][CH:18]([C:21]([c:22]2[cH:23][c:24]([Cl:29])[c:25]([Cl:28])[cH:26][cH:27]2)=[O:30])[CH2:19][CH2:20]1.[CH2:41]1[O:42][CH2:43][CH2:44][CH2:45]1.[CH3:31][Si:32]([N-:33][Si:34]([CH3:35])([CH3:36])[CH3:37])([CH3:38])[CH3:39].[Li+:40]>>[CH2:2]([c:3]1[cH:4][cH:5][cH:6][cH:7][cH:8]1)[C:18]1([C:21]([c:22]2[cH:23][c:24]([Cl:29])[c:25]([Cl:28])[cH:26][cH:27]2)=[O:30])[CH2:17][N:16]([C:14]([O:13][C:9]([CH3:10])([CH3:11])[CH3:12])=[O:15])[CH2:20][CH2:19]1. The reactants are Br.OC=1C=C2C=CN=CC2=CC1O (6,7-dihydroxyisoquinoline hydrobromide), N (ammonia). Solvent: O (water). The product is OC=1C=C2C=CN=CC2=CC1O (6,7-dihydroxyisoquinoline). The yield is 93.4%. RXN SMILES: Br.[OH:2][C:3]1[CH:4]=[C:5]2[C:10](=[CH:11][C:12]=1[OH:13])[CH:9]=[N:8][CH:7]=[CH:6]2.N>O>[OH:2][C:3]1[CH:4]=[C:5]2[C:10](=[CH:11][C:12]=1[OH:13])[CH:9]=[N:8][CH:7]=[CH:6]2 |f:0.1|. Procedure: 9.78 g (40.4 mol) of 6,7-dihydroxyisoquinoline hydrobromide was dissolved under heating in 400 ml of water and treated with 1 g of active carbon. The filtrate thereby obtained was adjusted to pH8.0 with a 8% aqueous ammonia, and the mixture was stirred under cooling with ice. The crystals formed were collected by filtration. They were washed with water and acetone and dried to obtain 6.08 g (yield: 93.4%) of the above identified compound. Starting materials: C(C)(C)(C)OC(=O)N1CCC(CC1)=O (tert-butyl-4-oxo-1-piperidinecarboxylate), C1=CC=C(C=C1)CCN (2-phenethylamine), [BH-](OC(=O)C)(OC(=O)C)OC(=O)C.[Na+] (NaBH(OAc)3), CC(=O)O (HOAc). Run in C(Cl)Cl (methylene chloride). Run at time 16 hour. Yields the product C1(=CC=CC=C1)CCNC1CCN(CC1)C(=O)OC(C)(C)C (4-(N-(2-Phenylethyl)amino)-1-(tert-butoxycarbonyl)piperidine). RXN SMILES: [C:1]([O:5][C:6]([N:8]1[CH2:13][CH2:12][C:11](=O)[CH2:10][CH2:9]1)=[O:7])([CH3:4])([CH3:3])[CH3:2].[CH:15]1[CH:20]=[CH:19][C:18]([CH2:21][CH2:22][NH2:23])=[CH:17][CH:16]=1.[BH-](OC(C)=O)(OC(C)=O)OC(C)=O.[Na+].CC(O)=O>C(Cl)Cl>[C:18]1([CH2:21][CH2:22][NH:23][CH:11]2[CH2:12][CH2:13][N:8]([C:6]([O:5][C:1]([CH3:4])([CH3:3])[CH3:2])=[O:7])[CH2:9][CH2:10]2)[CH:19]=[CH:20][CH:15]=[CH:16][CH:17]=1 |f:2.3|. Procedure: To a solution of tert-butyl-4-oxo-1-piperidinecarboxylate in methylene chloride was added 2-phenethylamine, NaBH(OAc)3 and HOAc. The mixture was stirred at ambient temperature for 16 hours and quenched by addition of H2O. The aqueous layer was neutralized with NaHCO3 and extracted with CH2Cl2. The combined organic layer was washed with saturated NaHCO3 and brine and dried over MgSO4. Evaporation of solvent gave an off-white solid. This material was used without further purification. ESI-MS 305 (... Starting materials: N#CC1CC(F)CN1C(=O)CNC12CCC(C(=O)O)(CC1)CC2, CS(=O)(=O)c1ccc(N)cc1, Cl. Yields the product CS(=O)(=O)c1ccc(NC(=O)C23CCC(NCC(=O)N4CC(F)CC4C#N)(CC2)CC3)cc1. Reaction SMILES: [C:1](=[O:2])([OH:3])[C:4]12[CH2:5][CH2:6][C:7]([NH:12][CH2:13][C:14](=[O:15])[N:16]3[CH:17]([C:22]#[N:23])[CH2:18][CH:19]([F:21])[CH2:20]3)([CH2:8][CH2:9]1)[CH2:10][CH2:11]2.[CH3:25][S:26](=[O:27])(=[O:28])[c:29]1[cH:30][cH:31][c:32]([NH2:33])[cH:34][cH:35]1.[ClH:24]>>[C:1](=[O:3])([C:4]12[CH2:5][CH2:6][C:7]([NH:12][CH2:13][C:14](=[O:15])[N:16]3[CH:17]([C:22]#[N:23])[CH2:18][CH:19]([F:21])[CH2:20]3)([CH2:8][CH2:9]1)[CH2:10][CH2:11]2)[NH:33][c:32]1[cH:31][cH:30][c:29]([S:26]([CH3:25])(=[O:27])=[O:28])[cH:35][cH:34]1.